This data is from the Open Reaction Database (ORD), a public repository of structured organic reaction records. The task is: describe an organic reaction: reactants, conditions, products, and yield Reactants: C(C1=CC=CC=C1)(=O)NC(=S)N (benzoyl thiourea), [S-]C#N.[NH4+] (ammonium thiocyanate), C(C1=CC=CC=C1)(=O)Cl (benzoyl chloride). Solvent: ClCCl (dichloromethane), ClCCl (dichloromethane). Conditions: temperature 12.5 celsius. Yields the product C(C1=CC=CC=C1)(=O)N=C=S (benzoyl isothiocyanate). RXN SMILES: [C:1]([NH:9][C:10](N)=[S:11])(=[O:8])[C:2]1[CH:7]=[CH:6][CH:5]=[CH:4][CH:3]=1.[S-]C#N.[NH4+].C(Cl)(=O)C1C=CC=CC=1>ClCCl>[C:1]([N:9]=[C:10]=[S:11])(=[O:8])[C:2]1[CH:7]=[CH:6][CH:5]=[CH:4][CH:3]=1 |f:1.2|. Procedure: Benzoyl isothiocyanate was prepared as a starting material for benzoyl thiourea and derivatives thereof. In a 500 mL three-neck round-bottom flask (“RBF”), fitted with a condenser, thermo-probe, sealed system nitrogen purge, pressure-equilibrated addition funnel and mechanical stirrer, were placed solid ammonium thiocyanate (16.9 g, 0.22 mol) and dichloromethane (100 mL). The stirred mixture was cooled in an ice-water bath to a temperature of about 10-15° C. To the stirred mixture was added a so... The reactants are C=CC(=O)OC, C=O, c1ccoc1. Product: COC(=O)C=Cc1ccco1. RXN SMILES: [C:1]([CH:2]=[CH2:3])(=[O:4])[O:5][CH3:6].[C:7]=[O:8].[cH:9]1[cH:10][cH:11][o:12][cH:13]1>>[C:1]([CH:2]=[CH:3][c:11]1[cH:10][cH:9][cH:13][o:12]1)(=[O:4])[O:5][CH3:6]. Starting materials: [H-].[Na+] (NaH), O1C(NC2=C1C=CC=C2)=O (benzoxazolin-2-one), C(C)OC(CCCCCCCBr)=O (8-bromocaprylic acid ethyl ester). The solvent is CN(C)C=O (DMF). Product: COC(CCCCCCCN1C(OC2=C1C=CC=C2)=O)=O (8-(2-Oxo-benzoxazolin-3-yl)-caprylic acid methyl ester). As a reaction SMILES: [H-].[Na+].[O:3]1[C:7]2[CH:8]=[CH:9][CH:10]=[CH:11][C:6]=2[NH:5][C:4]1=[O:12].[CH2:13]([O:15][C:16](=[O:25])[CH2:17][CH2:18][CH2:19][CH2:20][CH2:21][CH2:22][CH2:23]Br)C>CN(C=O)C>[CH3:13][O:15][C:16](=[O:25])[CH2:17][CH2:18][CH2:19][CH2:20][CH2:21][CH2:22][CH2:23][N:5]1[C:6]2[CH:11]=[CH:10][CH:9]=[CH:8][C:7]=2[O:3][C:4]1=[O:12] |f:0.1|. Procedure details: The product is produced as described in example 1 from 3.0 g. of NaH (80% suspension in mineral oil), 13.5 g. of benzoxazolin-2-one, 200 cc. of DMF, 23.7 g. of 8-bromocaprylic acid ethyl ester and 3.0 g. of NaJ. Eluant in chromatographic purification: hexane/ethyl acetate. Reaction SMILES: [CH2:1]([O:8][C:9]([C:11]1[NH:12][C:13]([C:16](=[O:27])[NH:17][CH:18]2[CH2:23][CH2:22][N:21]([CH:24]([CH3:26])[CH3:25])[CH2:20][CH2:19]2)=[CH:14][CH:15]=1)=[O:10])[C:2]1[CH:7]=[CH:6][CH:5]=[CH:4][CH:3]=1.C([O-])([O-])=O.[Cs+].[Cs+].Br[CH2:35][C:36]1[CH:40]=[C:39]([C:41]2[S:42][C:43]([Cl:46])=[CH:44][CH:45]=2)[O:38][N:37]=1>CN(C=O)C>[CH2:1]([O:8][C:9]([C:11]1[N:12]([CH2:35][C:36]2[CH:40]=[C:39]([C:41]3[S:42][C:43]([Cl:46])=[CH:44][CH:45]=3)[O:38][N:37]=2)[C:13]([C:16](=[O:27])[NH:17][CH:18]2[CH2:23][CH2:22][N:21]([CH:24]([CH3:25])[CH3:26])[CH2:20][CH2:19]2)=[CH:14][CH:15]=1)=[O:10])[C:2]1[CH:7]=[CH:6][CH:5]=[CH:4][CH:3]=1 |f:1.2.3|. The solvent is CN(C)C=O (DMF). Procedure details: To a solution of 5-(1-isopropyl-piperidin-4-ylcarbamoyl)-1H-pyrrole-2-carboxylic acid benzyl ester (20 mg) in DMF (1 mL) was added Cs2CO3 μl mg). The mixture was stirred for 30 min at RT. 3-Bromomethyl-5-(5-chloro-thiophen-2-yl)-isoxazole (15 mg) was added and stirring was continued for 20 h at RT whereupon the mixture was filtered. The filtrate was directly subjected to preparative HPLC(CH3CN/H2O gradient+0.05% TFA). Pure 1-[5-(5-Chloro-thiophen-2-yl)-isoxazol-3-ylmethyl]-5-(1-isopropyl-piperid... Reaction conditions: time 30 minute. Yields the product C(C1=CC=CC=C1)OC(=O)C=1N(C(=CC1)C(NC1CCN(CC1)C(C)C)=O)CC1=NOC(=C1)C=1SC(=CC1)Cl (1-[5-(5-Chloro-thiophen-2-yl)-isoxazol-3-ylmethyl]-5-(1-isopropyl-piperidin-4-ylcarbamoyl)-1H-pyrrol e-2-carboxylic acid benzyl ester). The reactants are C(C1=CC=CC=C1)OC(=O)C=1NC(=CC1)C(NC1CCN(CC1)C(C)C)=O (5-(1-isopropyl-piperidin-4-ylcarbamoyl)-1H-pyrrole-2-carboxylic acid benzyl ester), C(=O)([O-])[O-].[Cs+].[Cs+] (Cs2CO3), BrCC1=NOC(=C1)C=1SC(=CC1)Cl (3-Bromomethyl-5-(5-chloro-thiophen-2-yl)-isoxazole). Isolated yield 49.1%. Starting materials: C(C)O (ethanol), [OH-].[K+] (potassium hydroxide), C(C)(=O)OC1=C(C=CC(=C1)OCCCC)OCCCC (2-acetoxy-1,4-di-n-butoxybenzene). Solvent: O (water). Conditions: time 1 hour. Product: 35.1, C(CCC)OC1=C(C=C(C=C1)OCCCC)O (2,5-di-n-butoxyphenol). As a reaction SMILES: C(O)C.[OH-].[K+].C([O:9][C:10]1[CH:15]=[C:14]([O:16][CH2:17][CH2:18][CH2:19][CH3:20])[CH:13]=[CH:12][C:11]=1[O:21][CH2:22][CH2:23][CH2:24][CH3:25])(=O)C>O>[CH2:22]([O:21][C:11]1[CH:12]=[CH:13][C:14]([O:16][CH2:17][CH2:18][CH2:19][CH3:20])=[CH:15][C:10]=1[OH:9])[CH2:23][CH2:24][CH3:25] |f:1.2|. Reported procedure: 23 [ml] of ethanol, 51.1 [g] of potassium hydroxide and 53.0 [g] of 2-acetoxy-1,4-di-n-butoxybenzene were added to 255 [ml] of water, and the mixture was reacted at 80° C. while stirring for 1 hour. After cooling the reaction liquor, it was neutralized and extracted twice with 200 [ml] of ethyl acetate. The extraction solution (i.e. the ethyl acetate solution) was washed with water, and concentrated by evaporating off the ethyl acetate as solvent under reduced pressure. Concentration of the extr... Starting materials: O=C([O-])[O-], CCCCO, CNCCc1ccccc1, [Cl-], O=C(c1ccccc1C(F)(F)F)N1CCN(c2ccc(Cl)nn2)CC1, [K+], [K+], [NH4+]. Yields the product CN(CCc1ccccc1)c1ccc(N2CCN(C(=O)c3ccccc3C(F)(F)F)CC2)nn1. Reaction SMILES: [C:38](=[O:39])([O-:40])[O-:41].[CH2:44]([OH:45])[CH2:46][CH2:47][CH3:48].[CH3:26][NH:27][CH2:28][CH2:29][c:30]1[cH:31][cH:32][cH:33][cH:34][cH:35]1.[Cl-:36].[Cl:1][c:2]1[cH:3][cH:4][c:5]([N:8]2[CH2:9][CH2:10][N:11]([C:14](=[O:15])[c:16]3[c:17]([C:22]([F:23])([F:24])[F:25])[cH:18][cH:19][cH:20][cH:21]3)[CH2:12][CH2:13]2)[n:6][n:7]1.[K+:42].[K+:43].[NH4+:37]>>[c:2]1([N:27]([CH3:26])[CH2:28][CH2:29][c:30]2[cH:31][cH:32][cH:33][cH:34][cH:35]2)[cH:3][cH:4][c:5]([N:8]2[CH2:9][CH2:10][N:11]([C:14](=[O:15])[c:16]3[c:17]([C:22]([F:23])([F:24])[F:25])[cH:18][cH:19][cH:20][cH:21]3)[CH2:12][CH2:13]2)[n:6][n:7]1. Starting materials: C(#N)CCOC(=O)C=1[C@@H](C(=C(NC1C)C)C(=O)OCOC)C1=CC(=CC=C1)[N+](=O)[O-] (methoxymethyl (4S)-5-(2-cyanoethoxy-carbonyl)-1,4-dihydro-2,6-dimethyl-4-(3-nitrophenyl)pyridine-3-carboxylate), [OH-].[Na+] (sodium hydroxide), O (water), Cl (hydrochloric acid). The solvent is O1CCOCC1 (dioxane), C(C)(=O)OCC (ethyl acetate). Run at time 1 hour. Product: CC=1NC(=C([C@H](C1C(=O)O)C1=CC(=CC=C1)[N+](=O)[O-])C(=O)OCOC)C ((4S)-1,4-dihydro-2,6-dimethyl-5-methoxymethyloxycarbonyl-4-(3-nitrophenyl )pyridine-3-carboxylic acid). Yield: 82.8%. Reaction SMILES: C(CC[O:5][C:6]([C:8]1[C@H:9]([C:22]2[CH:27]=[CH:26][CH:25]=[C:24]([N+:28]([O-:30])=[O:29])[CH:23]=2)[C:10]([C:16]([O:18][CH2:19][O:20][CH3:21])=[O:17])=[C:11]([CH3:15])[NH:12][C:13]=1[CH3:14])=[O:7])#N.[OH-].[Na+].O.Cl>O1CCOCC1.C(OCC)(=O)C>[CH3:14][C:13]1[NH:12][C:11]([CH3:15])=[C:10]([C:16]([O:18][CH2:19][O:20][CH3:21])=[O:17])[C@@H:9]([C:22]2[CH:27]=[CH:26][CH:25]=[C:24]([N+:28]([O-:30])=[O:29])[CH:23]=2)[C:8]=1[C:6]([OH:7])=[O:5] |f:1.2|. Procedure details: To a solution of 3.6 mg of methoxymethyl (4S)-5-(2-cyanoethoxy-carbonyl)-1,4-dihydro-2,6-dimethyl-4-(3-nitrophenyl)pyridine-3-carboxylate in 0.25 ml of dioxane was added 0.1 ml of 1N aqueous sodium hydroxide solution. The mixture was stirred at room temperature for 1 hour. The reaction mixture was diluted with 5 ml of ethyl acetate, to which were added water and 0.1 ml of 1N aqueous hydrochloric acid. The resulting mixture was dried over anhydrous Glauber's salt (sodium sulfate), followed by dis...